Dataset: the Open Reaction Database (ORD), a public repository of structured organic reaction records. Task: describe an organic reaction: reactants, conditions, products, and yield Reactants: CCOC(=O)c1nc(N2CCCCC2)c2nc(-c3ccccc3)sc2c1OCc1ccccc1, CCO, CCOC(C)=O. RXN SMILES: [CH2:1]([CH3:2])[O:3][C:4](=[O:5])[c:6]1[c:7]([O:27][CH2:28][c:29]2[cH:30][cH:31][cH:32][cH:33][cH:34]2)[c:8]2[c:9]([c:10]([N:12]3[CH2:13][CH2:14][CH2:15][CH2:16][CH2:17]3)[n:11]1)[n:18][c:19](-[c:21]1[cH:22][cH:23][cH:24][cH:25][cH:26]1)[s:20]2.[CH3:35][CH2:36][OH:37].[CH3:38][CH2:39][O:40][C:41](=[O:42])[CH3:43]>>[CH2:1]([CH3:2])[O:3][C:4](=[O:5])[c:6]1[c:7]([OH:27])[c:8]2[c:9]([c:10]([N:12]3[CH2:13][CH2:14][CH2:15][CH2:16][CH2:17]3)[n:11]1)[n:18][c:19](-[c:21]1[cH:22][cH:23][cH:24][cH:25][cH:26]1)[s:20]2. The product is CCOC(=O)c1nc(N2CCCCC2)c2nc(-c3ccccc3)sc2c1O.